Dataset: the Open Reaction Database (ORD), a public repository of structured organic reaction records. Task: describe an organic reaction: reactants, conditions, products, and yield The reactants are BrC1=C(C=CC(=C1)S(=O)(=O)CCC)C (2-bromo-1-methyl-4-(propylsulfonyl)benzene), BrC1=C(C=CC(=C1)S(=O)(=O)CCC)C (2-bromo-1-methyl-4-(propylsulfonyl)benzene), C(C)(C)(C)OC(COC1=C(C=C(C=C1)Cl)C#C)=O (tert-butyl(4-chloro-2-ethynylphenoxy)acetate), C(C)(C)(C)OC(COC1=C(C=C(C=C1)Cl)C#C)=O (tert-butyl(4-chloro-2-ethynylphenoxy)acetate), N1CCCCC1 (piperidine). Reagents/catalysts: Cl[Pd]([P](C1=CC=CC=C1)(C2=CC=CC=C2)C3=CC=CC=C3)([P](C4=CC=CC=C4)(C5=CC=CC=C5)C6=CC=CC=C6)Cl (dichlorobis(triphenylphosphine)palladium(II)). Run in CCOC(=O)C (EtOAc). Conditions: temperature 70 celsius. Product: C(C)(C)(C)OC(COC1=C(C=C(C=C1)Cl)C#CC1=C(C=CC(=C1)S(=O)(=O)CCC)C)=O (tert-butyl(4-chloro-2-{[2-methyl-5-(propylsulfonyl)phenyl]ethynyl}phenoxy)acetate). As a reaction SMILES: Br[C:2]1[CH:7]=[C:6]([S:8]([CH2:11][CH2:12][CH3:13])(=[O:10])=[O:9])[CH:5]=[CH:4][C:3]=1[CH3:14].[C:15]([O:19][C:20](=[O:32])[CH2:21][O:22][C:23]1[CH:28]=[CH:27][C:26]([Cl:29])=[CH:25][C:24]=1[C:30]#[CH:31])([CH3:18])([CH3:17])[CH3:16].N1CCCCC1>CCOC(C)=O.Cl[Pd](Cl)([P](C1C=CC=CC=1)(C1C=CC=CC=1)C1C=CC=CC=1)[P](C1C=CC=CC=1)(C1C=CC=CC=1)C1C=CC=CC=1>[C:15]([O:19][C:20](=[O:32])[CH2:21][O:22][C:23]1[CH:28]=[CH:27][C:26]([Cl:29])=[CH:25][C:24]=1[C:30]#[C:31][C:2]1[CH:7]=[C:6]([S:8]([CH2:11][CH2:12][CH3:13])(=[O:10])=[O:9])[CH:5]=[CH:4][C:3]=1[CH3:14])([CH3:18])([CH3:17])[CH3:16] |^1:47,66|. Procedure details: A mixture of 2-bromo-1-methyl-4-(propylsulfonyl)benzene (Intermediate 37; 14.86 g, 53.6 mmol), tert-butyl(4-chloro-2-ethynylphenoxy)acetate (Intermediate 3, 13.00 g; 48.7 mmol), dichlorobis(triphenylphosphine)palladium(II) (1.37 g; 1.95 mmol) and piperidine (14.5 mL) was heated at 70° C. for 18 hours. The reaction mixture was taken up in EtOAc, washed twice with ammonium chloride and once with brine. The organic phase was dried over MgSO4, filtered and concentrated to dryness affording a crude, ... Starting materials: C(=O)C1=CC=C(OCC=2C=C(C#N)C=CC2)C=C1 (3-(4-Formyl-phenoxymethyl)benzonitrile), C([O-])([O-])=O.[K+].[K+] (potassium carbonate), OO (hydrogen peroxide). Solvent: CS(=O)C (DMSO). Run at time 2 hour. The product is C(=O)C1=CC=C(OCC=2C=C(C(=O)N)C=CC2)C=C1 (3-(4-Formyl-phenoxymethyl)-benzamide). RXN SMILES: [CH:1]([C:3]1[CH:18]=[CH:17][C:6]([O:7][CH2:8][C:9]2[CH:10]=[C:11]([CH:14]=[CH:15][CH:16]=2)[C:12]#[N:13])=[CH:5][CH:4]=1)=[O:2].C(=O)([O-])[O-:20].[K+].[K+].OO>CS(C)=O>[CH:1]([C:3]1[CH:4]=[CH:5][C:6]([O:7][CH2:8][C:9]2[CH:10]=[C:11]([CH:14]=[CH:15][CH:16]=2)[C:12]([NH2:13])=[O:20])=[CH:17][CH:18]=1)=[O:2] |f:1.2.3|. Procedure details: To a solution of 3-(4-Formyl-phenoxymethyl)benzonitrile (1 equiv), in DMSO was added potassium carbonate (0.5 equiv), and hydrogen peroxide (4 equiv). The reaction mixture stirred at room temperature for 2 hours. The reaction was monitored by TLC. It was poured on water and extracted with ethyl acetate (×3). The organic phase was dried over magnesium sulphate, filtered and concentrated under vacuum to yield a white solid.